This data is from the Open Reaction Database (ORD), a public repository of structured organic reaction records. The task is: describe an organic reaction: reactants, conditions, products, and yield The reactants are CS(=O)(=O)Cl (methanesulfonylchloride), Cl (hydrochloric acid), CC1=CC=CC(=N1)C=1C(=C2N(N1)CCC2)C2=CC=C1N=CC(=NC1=C2)OCCO (2-{7-[2-[6-methyl-(pyridin-2-yl)]-5,6-dihydro-4H-pyrrolo[1,2-b]pyrazol-3-yl]-quinoxalin-2-yloxy}-ethanol), C(C)(C)NC(C)C (diisopropylamine). Solvent: N1=CC=CC=C1 (pyridine), ClCCl (dichloromethane), C(Cl)(Cl)Cl.C(C)(C)O (chloroform isopropyl alcohol). The product is ClCCN1C(C=NC2=CC=C(C=C12)C1=C2N(N=C1C1=NC(=CC=C1)C)CCC2)=O (1-(2-Chloro-ethyl)-7-[2-[6-methyl-(pyridin-2-yl)]-5,6-dihydro-4H-pyrrolo[1,2-b]pyrazol-3-yl]-1H-quinoxalin-2-one). Isolated yield 68.0%. As a reaction SMILES: [CH3:1][C:2]1[N:7]=[C:6]([C:8]2[C:9]([C:16]3[CH:25]=[C:24]4[C:19]([N:20]=[CH:21][C:22]([O:26]CCO)=[N:23]4)=[CH:18][CH:17]=3)=[C:10]3[CH2:15][CH2:14][CH2:13][N:11]3[N:12]=2)[CH:5]=[CH:4][CH:3]=1.C(N[CH:34]([CH3:36])C)(C)C.CS([Cl:41])(=O)=O.Cl>ClCCl.C(Cl)(Cl)Cl.C(O)(C)C.N1C=CC=CC=1>[Cl:41][CH2:34][CH2:36][N:23]1[C:24]2[C:19](=[CH:18][CH:17]=[C:16]([C:9]3[C:8]([C:6]4[CH:5]=[CH:4][CH:3]=[C:2]([CH3:1])[N:7]=4)=[N:12][N:11]4[CH2:13][CH2:14][CH2:15][C:10]=34)[CH:25]=2)[N:20]=[CH:21][C:22]1=[O:26] |f:5.6|. Reported procedure: Cool a solution of 2-{7-[2-[6-methyl-(pyridin-2-yl)]-5,6-dihydro-4H-pyrrolo[1,2-b]pyrazol-3-yl]-quinoxalin-2-yloxy}-ethanol (0.5 g, 1.3 mmol) and diisopropylamine (0.5 ml) in dry dichloromethane (10 mL) to −30° C. Add methanesulfonylchloride (0.5 ml) dropwise to the solution and stir the resulting mixture for 30 min while allowing the reaction mixture to warm to room temperature. Add 5 N hydrochloric acid (0.2 mL) and pyridine (1 mL) to the mixture and heat at 80° C. for 3 h. Dilute the reaction... Starting materials: O (Water), ClC1=NC(=NC(=C1C#N)Cl)NC(C)(C)C#N (4,6-dichloro-2-(1-cyano-1-methylethylamino)-5-pyrimidinecarbonitrile), aqueous solution, C(C)N (ethylamine). Run in CC(=O)C (acetone), CC(=O)C (acetone). Run at time 2 hour. Yields the product ClC1=NC(=NC(=C1C#N)NCC)NC(C)(C)C#N (4-chloro-2-(1-cyano-1-methylethylamino)-6-ethylamino-5-pyrimidinecarbonitrile). As a reaction SMILES: Cl[C:2]1[C:7]([C:8]#[N:9])=[C:6]([Cl:10])[N:5]=[C:4]([NH:11][C:12]([C:15]#[N:16])([CH3:14])[CH3:13])[N:3]=1.[CH2:17]([NH2:19])[CH3:18].O>CC(C)=O>[Cl:10][C:6]1[C:7]([C:8]#[N:9])=[C:2]([NH:19][CH2:17][CH3:18])[N:3]=[C:4]([NH:11][C:12]([C:15]#[N:16])([CH3:14])[CH3:13])[N:5]=1. Reported procedure: A stirred solution of 5.1 grams of 4,6-dichloro-2-(1-cyano-1-methylethylamino)-5-pyrimidinecarbonitrile in 50 ml of acetone was cooled to 0° to -5°, and 2.8 grams of an aqueous solution of 70% ethylamine in 40 ml of acetone was added dropwise. The temperature of the reaction mixture was maintained at 0° to -5° throughout the addition, then during 2 hours following complete addition. The reaction mixture was warmed to room temperature where it was stirred for 1 hour. Water was added to the reacti... Starting materials: Cl[Si](C)(C)C (chlorotrimethylsilane), N1(N=NC2=C1C=CC=C2)CNCCC2=CC=CC=C2 (benzotriazol-1-ylmethyl-phenethyl-amine), BrC(C(=O)OCC)(F)F (ethyl bromodifluoroacetate). The reagents and catalysts are [Zn] (zinc). Solvent: O1CCCC1 (tetrahydrofuran), O1CCCC1 (tetrahydrofuran), O1CCCC1 (tetrahydrofuran). Conditions: time 20 minute. Yields the product C(C)OC(C(CNCCC1=CC=CC=C1)(F)F)=O (2,2-difluoro-3-phenethylamino-propionic acid ethyl ester). Yield: 11.1%. As a reaction SMILES: Cl[Si](C)(C)C.Br[C:7]([F:14])([F:13])[C:8]([O:10][CH2:11][CH3:12])=[O:9].N1([CH2:24][NH:25][CH2:26][CH2:27][C:28]2[CH:33]=[CH:32][CH:31]=[CH:30][CH:29]=2)C2C=CC=CC=2N=N1>O1CCCC1.[Zn]>[CH2:11]([O:10][C:8](=[O:9])[C:7]([F:14])([F:13])[CH2:24][NH:25][CH2:26][CH2:27][C:28]1[CH:33]=[CH:32][CH:31]=[CH:30][CH:29]=1)[CH3:12]. Reported procedure: To a mixture of 3.63 g (0.056 g-atom) of zinc powder (−325 mesh) and 60 mL of anhydrous tetrahydrofuran was added 5.3 mL (0.042 mole) of chlorotrimethylsilane in one portion. After stirring for 20 minutes, a solution of 5.4 mL (0.042 mole) of ethyl bromodifluoroacetate in 5 mL of tetrahydrofuran was added dropwise at a rate to keep the internal temperature below 35 degrees. The mixture was stirred for 20 minutes and then cooled to −10 to 0 degrees. A solution of 7 g (0.028 mole) of benzotriazol-... Reactants: CCOCC(=O)O, NCC1CC(n2cc(-c3cccc(OCc4ccccc4)c3)c3c(N)ncnc32)C1. Product: CCOCC(=O)NCC1CC(n2cc(-c3cccc(OCc4ccccc4)c3)c3c(N)ncnc32)C1. As a reaction SMILES: [CH2:31]([CH3:32])[O:33][CH2:34][C:35](=[O:36])[OH:37].[NH2:1][CH2:2][CH:3]1[CH2:4][CH:5]([n:7]2[cH:8][c:9](-[c:17]3[cH:18][c:19]([O:23][CH2:24][c:25]4[cH:26][cH:27][cH:28][cH:29][cH:30]4)[cH:20][cH:21][cH:22]3)[c:10]3[c:11]2[n:12][cH:13][n:14][c:15]3[NH2:16])[CH2:6]1>>[NH:1]([CH2:2][CH:3]1[CH2:4][CH:5]([n:7]2[cH:8][c:9](-[c:17]3[cH:18][c:19]([O:23][CH2:24][c:25]4[cH:26][cH:27][cH:28][cH:29][cH:30]4)[cH:20][cH:21][cH:22]3)[c:10]3[c:11]2[n:12][cH:13][n:14][c:15]3[NH2:16])[CH2:6]1)[C:35]([CH2:34][O:33][CH2:31][CH3:32])=[O:36]. Starting materials: C1CCOC1, O=S(=O)(CCl)c1cccc2ccccc12, O=[N+]([O-])c1ccc(F)cc1. Product: O=[N+]([O-])c1ccc(F)cc1CS(=O)(=O)c1cccc2ccccc12. Reaction SMILES: [CH2:26]1[O:27][CH2:28][CH2:29][CH2:30]1.[Cl:11][CH2:12][S:13](=[O:14])(=[O:15])[c:16]1[cH:17][cH:18][cH:19][c:20]2[cH:21][cH:22][cH:23][cH:24][c:25]12.[F:1][c:2]1[cH:3][cH:4][c:5]([N+:8](=[O:9])[O-:10])[cH:6][cH:7]1>>[F:1][c:2]1[cH:3][c:4]([CH2:12][S:13](=[O:14])(=[O:15])[c:16]2[cH:17][cH:18][cH:19][c:20]3[cH:21][cH:22][cH:23][cH:24][c:25]23)[c:5]([N+:8](=[O:9])[O-:10])[cH:6][cH:7]1. The reactants are C(C)(C)(C)OC(=O)NC1=CC(N(C(N1C)=O)C)=O (6-tert-butoxycarbonylamino-1,3-dimethyluracil), aqueous solution, OO (hydrogen peroxide), S(O)(O)(=O)=O (sulfuric acid), FC(F)(F)I (trifluoromethyl iodide). Reaction SMILES: [C:1]([O:5][C:6]([NH:8][C:9]1[N:14]([CH3:15])[C:13](=[O:16])[N:12]([CH3:17])[C:11](=[O:18])[CH:10]=1)=[O:7])([CH3:4])([CH3:3])[CH3:2].S(=O)(=O)(O)O.[F:24][C:25](I)([F:27])[F:26].OO>S([O-])([O-])(=O)=O.[Fe+2].CS(C)=O>[C:1]([O:5][C:6]([NH:8][C:9]1[N:14]([CH3:15])[C:13](=[O:16])[N:12]([CH3:17])[C:11](=[O:18])[C:10]=1[C:25]([F:27])([F:26])[F:24])=[O:7])([CH3:4])([CH3:3])[CH3:2] |f:4.5|. Yields the product C(C)(C)(C)OC(=O)NC1=C(C(N(C(N1C)=O)C)=O)C(F)(F)F (6-tert-butoxycarbonylamino-1,3-dimethyl-5-trifluoromethyluracil). Procedure details: 0.26 g (1.0 mmol) of 6-tert-butoxycarbonylamino-1,3-dimethyluracil was weighed and placed in a 50 ml two-neck flask equipped with a magnetic rotor and the atmosphere in the flask was replaced with argon. The following materials were added thereinto: 2.0 ml of a 1N dimethyl sulfoxide solution of sulfuric acid, 1.0 ml of a 2.1 mol/l dimethyl sulfoxide solution of trifluoromethyl iodide, 0.2 ml of a 30% hydrogen peroxide aqueous solution and 0.3 ml of a 1.0 mol/l aqueous solution of iron (II) sulfa... Isolated yield 95.0%. Run in CS(=O)C (dimethyl sulfoxide), CS(=O)C (dimethyl sulfoxide). Reagents/catalysts: S(=O)(=O)([O-])[O-].[Fe+2] (iron (II) sulfate). Run at temperature 45 celsius, time 20 minute.